Dataset: the Open Reaction Database (ORD), a public repository of structured organic reaction records. Task: describe an organic reaction: reactants, conditions, products, and yield Reactants: NC(CCCC(=O)OC)C1=C(C=NC=C1OC)OC (methyl 5-amino-5-(3,5-dimethoxypyridin-4-yl)pentanoate), C1(=CC=CC=C1)C=1SC=C(N1)C=O (2-phenylthiazole-4-carbaldehyde). Yields the product COC=1C=NC=C(C1C1CCCC(N1CC=1N=C(SC1)C1=CC=CC=C1)=O)OC (6-(3,5-dimethoxypyridin-4-yl)-1-((2-phenylthiazol-4-yl)methyl)piperidin-2-one). RXN SMILES: [NH2:1][CH:2]([C:10]1[C:15]([O:16][CH3:17])=[CH:14][N:13]=[CH:12][C:11]=1[O:18][CH3:19])[CH2:3][CH2:4][CH2:5][C:6]([O:8]C)=O.[C:20]1([C:26]2[S:27][CH:28]=[C:29]([CH:31]=O)[N:30]=2)[CH:25]=[CH:24][CH:23]=[CH:22][CH:21]=1>>[CH3:19][O:18][C:11]1[CH:12]=[N:13][CH:14]=[C:15]([O:16][CH3:17])[C:10]=1[CH:2]1[N:1]([CH2:31][C:29]2[N:30]=[C:26]([C:20]3[CH:21]=[CH:22][CH:23]=[CH:24][CH:25]=3)[S:27][CH:28]=2)[C:6](=[O:8])[CH2:5][CH2:4][CH2:3]1. Procedure details: Prepared according to the described general procedure 1 (GP1) by reaction of methyl 5-amino-5-(3,5-dimethoxypyridin-4-yl)pentanoate with commercially available 2-phenylthiazole-4-carbaldehyde. Subsequent purification by preparative HPLC afforded the target compound. LC-MS (conditions A): tR=0.56 min.; [M+H]+: 409.95 g/mol. Starting materials: FC=1C=C2N=CC(=NC2=CC1)C (6-fluoro-2-methyl-quinoxaline), FC=1C(=NC2=CC=CC=C2N1)C(CC)C[Si](C)(C)C (fluoro-2-(4-trimethylsilanyl-but-3-yl)-quinoxaline). Product: FC=1C=C2N=CC(=NC2=CC1)CCC#C[Si](C)(C)C (6-Fluoro-2-(4-trimethylsilanyl-but-3-ynyl)-quinoxaline), 6. Yield: 39.0%. Reaction SMILES: [F:1][C:2]1[CH:3]=[C:4]2[C:9](=[CH:10][CH:11]=1)[N:8]=[C:7]([CH3:12])[CH:6]=[N:5]2.FC1[C:15]([CH:24]([CH2:27][Si:28]([CH3:31])([CH3:30])[CH3:29])CC)=NC2C(N=1)=CC=CC=2>>[F:1][C:2]1[CH:3]=[C:4]2[C:9](=[CH:10][CH:11]=1)[N:8]=[C:7]([CH2:12][CH2:15][C:24]#[C:27][Si:28]([CH3:31])([CH3:30])[CH3:29])[CH:6]=[N:5]2. Reported procedure: The title compound was prepared in accordance with the general method of Example 118(A), from 6-fluoro-2-methyl-quinoxaline (100 mg, 0.62 mmol). The crude residue was purified by flash chromatography (cyclohexane/AcOEt 4:1) to yield 66 mg (0.24 mmol, 39%) of 6 fluoro-2-(4-trimethylsilanyl-but-3-yl)-quinoxaline as an orange oil. Starting materials: COC1=NN(C(O1)=O)C1=CC(=C(C=C1)N)C (5-methoxy-3-(4-amino-3-methylphenyl)-3H-(1,3,4)oxadiazol-2-one), C(C(=O)C)CC(C)=O (acetonylacetone). Solvent: C(C)(=O)O (acetic acid). Yields the product COC1=NN(C(O1)=O)C1=CC(=C(C=C1)N1C(=CC=C1C)C)C (5-Methoxy-3-(4-(2,5-dimethylpyrrol-1-yl)-3-methylphenyl)-3H-(1,3,4)oxadiazol-2-one). RXN SMILES: [CH3:1][O:2][C:3]1[O:7][C:6](=[O:8])[N:5]([C:9]2[CH:14]=[CH:13][C:12]([NH2:15])=[C:11]([CH3:16])[CH:10]=2)[N:4]=1.[CH2:17]([CH2:21][C:22](=O)[CH3:23])[C:18]([CH3:20])=O>C(O)(=O)C>[CH3:1][O:2][C:3]1[O:7][C:6](=[O:8])[N:5]([C:9]2[CH:14]=[CH:13][C:12]([N:15]3[C:22]([CH3:23])=[CH:21][CH:17]=[C:18]3[CH3:20])=[C:11]([CH3:16])[CH:10]=2)[N:4]=1. Procedure: The latter compound was obtained by reacting 5-methoxy-3-(4-amino-3-methylphenyl)-3H-(1,3,4)oxadiazol-2-one with equimolar amounts of acetonylacetone in glacial acetic acid at 80° C. Working up took place by dilution with water, extraction by shaking with ethyl acetate and column chromatography (silica gel, methylene chloride) of the crude product obtained after concentration of the dried organic phase.